From a dataset of the Open Reaction Database (ORD), a public repository of structured organic reaction records. describe an organic reaction: reactants, conditions, products, and yield Starting materials: C(C)(C)N1CCN(CC1)C(=O)C=1C=C2C=C(NC2=CC1)C(=O)O (5-(4-isopropyl-piperazine-1-carbonyl)-1H-indole-2-carboxylic acid), Cl (hydrochloride), F[B-](F)(F)F.N1(N=NC2=C1C=CC=C2)OC(=[N+](C)C)N(C)C (O-(benzotriazol-1-yl)-N,N,N′,N′-tetramethyluronium tetrafluoroborate), CC1CCNCC1 (4-methyl piperidine), C(C)(C)N(C(C)C)CC (N,N-diisopropylethylamine). Run in CN(C=O)C (N,N-dimethylformamide). Yields the product C(C)(C)N1CCN(CC1)C(=O)C=1C=C2C=C(NC2=CC1)C(=O)N1CCC(CC1)C ([5-(4-Isopropyl-piperazine-1-carbonyl)-1H-indol-2-yl]-(4-methyl-piperidin-1-yl)-methanone). Reaction SMILES: [CH:1]([N:4]1[CH2:9][CH2:8][N:7]([C:10]([C:12]2[CH:13]=[C:14]3[C:18](=[CH:19][CH:20]=2)[NH:17][C:16]([C:21]([OH:23])=O)=[CH:15]3)=[O:11])[CH2:6][CH2:5]1)([CH3:3])[CH3:2].Cl.F[B-](F)(F)F.N1(OC(N(C)C)=[N+](C)C)C2C=CC=CC=2N=N1.[CH3:47][CH:48]1[CH2:53][CH2:52][NH:51][CH2:50][CH2:49]1.C(N(CC)C(C)C)(C)C>CN(C)C=O>[CH:1]([N:4]1[CH2:5][CH2:6][N:7]([C:10]([C:12]2[CH:13]=[C:14]3[C:18](=[CH:19][CH:20]=2)[NH:17][C:16]([C:21]([N:51]2[CH2:52][CH2:53][CH:48]([CH3:47])[CH2:49][CH2:50]2)=[O:23])=[CH:15]3)=[O:11])[CH2:8][CH2:9]1)([CH3:3])[CH3:2] |f:2.3|. Reported procedure: The title compound was synthesized in analogy to example 1, from 5-(4-isopropyl-piperazine-1-carbonyl)-1H-indole-2-carboxylic acid 1:1 hydrochloride, O-(benzotriazol-1-yl)-N,N,N′,N′-tetramethyluronium tetrafluoroborate (commercially available), 4-methyl piperidine (commercially available) and N,N-diisopropylethylamine in N,N-dimethylformamide to give the desired product after purification by preparative HPLC on reversed phase eluting with a gradient formed from acetonitrile/water/formic acid. Starting materials: COC1=C(C(=CC(=C1)OC)OC)CN ((2,4,6-trimethoxyphenyl)methanamine), ClS(=O)(=O)C1=CC=C(C(=O)OC)C=C1 (methyl 4-(chlorosulfonyl)benzoate), C(C1=CC=CC=C1)Br (benzyl bromide). Product: C(C1=CC=CC=C1)N(S(=O)(=O)C1=CC=C(C(=O)O)C=C1)CC1=C(C=C(C=C1OC)OC)OC (4-(N-benzyl-N-(2,4,6-trimethoxybenzyl)sulfamoyl)benzoic acid). As a reaction SMILES: [CH3:1][O:2][C:3]1[CH:8]=[C:7]([O:9][CH3:10])[CH:6]=[C:5]([O:11][CH3:12])[C:4]=1[CH2:13][NH2:14].Cl[S:16]([C:19]1[CH:28]=[CH:27][C:22]([C:23]([O:25]C)=[O:24])=[CH:21][CH:20]=1)(=[O:18])=[O:17].[CH2:29](Br)[C:30]1[CH:35]=[CH:34][CH:33]=[CH:32][CH:31]=1>>[CH2:29]([N:14]([CH2:13][C:4]1[C:5]([O:11][CH3:12])=[CH:6][C:7]([O:9][CH3:10])=[CH:8][C:3]=1[O:2][CH3:1])[S:16]([C:19]1[CH:28]=[CH:27][C:22]([C:23]([OH:25])=[O:24])=[CH:21][CH:20]=1)(=[O:18])=[O:17])[C:30]1[CH:35]=[CH:34][CH:33]=[CH:32][CH:31]=1. Reported procedure: Prepared as in example 5-10 from (2,4,6-trimethoxyphenyl)methanamine, methyl 4-(chlorosulfonyl)benzoate (Example 5-10c) and benzyl bromide. MS (M−H, 470.10); 1H NMR (400 MHz, DMSO-d6): δ, ppm: 3.45 (s, 6H), 3.69 (s, 3H), 4.26 (s, 2H), 4.28 (s, 2H), 5.98 (s, 2H), 7.11-7.26 (m, 5H), 7.82 (d, J=8.0 Hz, 2H), 8.07 (d, J=8 Hz, 2H), 13.49 (s, 1H). Elemental analysis (found, %): C, 61.05; H, 5.49; N, 2.98. (calculated, %): C, 61.13; H, 5.34; and N, 2.97. The reactants are CCCC[N+](CCCC)(CCCC)CCCC, [F-], CCCC1CCC(C2CCC(C3Cc4cc(C)cc(F)c4C3=O)CC2)CC1, C[Si](C)(C)C(F)(F)F, O=S(Cl)Cl. The product is CCCC1CCC(C2CCC(C3=C(C(F)(F)F)c4c(F)cc(C)cc4C3)CC2)CC1. RXN SMILES: [CH3:37][CH2:38][CH2:39][CH2:40][N+:41]([CH2:42][CH2:43][CH2:44][CH3:45])([CH2:46][CH2:47][CH2:48][CH3:49])[CH2:50][CH2:51][CH2:52][CH3:53].[F-:36].[F:1][c:2]1[cH:3][c:4]([CH3:27])[cH:5][c:6]2[c:10]1[C:9](=[O:11])[CH:8]([CH:12]1[CH2:13][CH2:14][CH:15]([CH:18]3[CH2:19][CH2:20][CH:21]([CH2:24][CH2:25][CH3:26])[CH2:22][CH2:23]3)[CH2:16][CH2:17]1)[CH2:7]2.[F:28][C:29]([F:30])([F:31])[Si:32]([CH3:33])([CH3:34])[CH3:35].[S:54]([Cl:55])([Cl:56])=[O:57]>>[F:1][c:2]1[cH:3][c:4]([CH3:27])[cH:5][c:6]2[c:10]1[C:9]([C:29]([F:28])([F:30])[F:31])=[C:8]([CH:12]1[CH2:13][CH2:14][CH:15]([CH:18]3[CH2:19][CH2:20][CH:21]([CH2:24][CH2:25][CH3:26])[CH2:22][CH2:23]3)[CH2:16][CH2:17]1)[CH2:7]2.